The task is: describe an organic reaction: reactants, conditions, products, and yield. This data is from the Open Reaction Database (ORD), a public repository of structured organic reaction records. Starting materials: N1C(=NC2=C1C=CC=C2)NC2CCC(CC2)NC2=NC=CC=C2N (N2-[4-((1H-Benzo[d]imidazol-2-yl)amino)cyclohexyl)pyridine-2,3-diamine), COC(OC)(OC)OC (tetramethylorthocarbonate), C(CC)(=O)O (propionic acid). Conditions: temperature 90 celsius. Yields the product COC1=NC=2C(=NC=CC2)N1C1CCC(CC1)NC1=NC2=C(N1)C=CC=C2 (N-(4-(2-methoxy-3H-imidazo[4,5-b]pyridin-3-yl)cyclohexyl)-1H-benzo[d]imidazol-2-amine). The yield is 14.4%. As a reaction SMILES: [NH:1]1[C:5]2[CH:6]=[CH:7][CH:8]=[CH:9][C:4]=2[N:3]=[C:2]1[NH:10][CH:11]1[CH2:16][CH2:15][CH:14]([NH:17][C:18]2[C:23]([NH2:24])=[CH:22][CH:21]=[CH:20][N:19]=2)[CH2:13][CH2:12]1.[CH3:25][O:26][C:27](OC)(OC)OC.C(O)(=O)CC>>[CH3:25][O:26][C:27]1[N:17]([CH:14]2[CH2:15][CH2:16][CH:11]([NH:10][C:2]3[NH:3][C:4]4[CH:9]=[CH:8][CH:7]=[CH:6][C:5]=4[N:1]=3)[CH2:12][CH2:13]2)[C:18]2=[N:19][CH:20]=[CH:21][CH:22]=[C:23]2[N:24]=1. Procedure details: N2-[4-((1H-Benzo[d]imidazol-2-yl)amino)cyclohexyl)pyridine-2,3-diamine (320 mg, 0.99 mmol) was combined with tetramethylorthocarbonate (2 mL) and propionic acid (8 mg), the mixture was heated at 90° C. for 2 hours. After that, the reaction solution was concentrated under reduced pressure and the residue was purified by silica chromatography to give N-(4-(2-methoxy-3H-imidazo[4,5-b]pyridin-3-yl)cyclohexyl)-1H-benzo[d]imidazol-2-amine (50 mg, 0.14 mmol, 14.4% yield). M+1: 380. The reactants are C(C)N(C1=CC2=C(CN(CCO2)C(=O)OC(C)(C)C)C=C1)C (tert-butyl 8-[ethyl(methyl)amino]-2,3-dihydro-1,4-benzoxazepine-4(5H)-carboxylate), C(C)(=O)OCC.Cl (hydrogen chloride-ethyl acetate). Product: Cl.Cl.C(C)N(C1=CC2=C(CNCCO2)C=C1)C (N-ethyl-N-methyl-2,3,4,5-tetrahydro-1,4-benzoxazepine-8-amine dihydrochloride). Yield: 68.1%. Reaction SMILES: [CH2:1]([N:3]([CH3:22])[C:4]1[CH:21]=[CH:20][C:7]2[CH2:8][N:9](C(OC(C)(C)C)=O)[CH2:10][CH2:11][O:12][C:6]=2[CH:5]=1)[CH3:2].C(OCC)(=O)C.[ClH:29]>>[ClH:29].[ClH:29].[CH2:1]([N:3]([CH3:22])[C:4]1[CH:21]=[CH:20][C:7]2[CH2:8][NH:9][CH2:10][CH2:11][O:12][C:6]=2[CH:5]=1)[CH3:2] |f:1.2,3.4.5|. Procedure: A solution of tert-butyl 8-[ethyl(methyl)amino]-2,3-dihydro-1,4-benzoxazepine-4(5H)-carboxylate (230 mg, 0.751 mmol) in 4N hydrogen chloride-ethyl acetate (4 ml) was stirred for 1 hr at room temperature, and the solvent was evaporated under reduced pressure. The residue was recrystallized from a mixed solvent of methanol and ether to give the desired product (143 mg, 68.1%) as a solid. Starting materials: FC1=CC=C(C=C1)C(CC1=NC=NC=C1)=O (1-(4-fluorophenyl)-2-(4-pyrimidinyl)-ethanone), [I-].N[N+]1=CC=CC=C1 (1-aminopyridinium iodide), C([O-])([O-])=O.[K+].[K+] (potassium carbonate). Run in O (water), C(C)(C)O (isopropanol). Reaction conditions: temperature 100 celsius, time 16 hour. Product: FC1=CC=C(C=C1)C1=NN2C(C=CC=C2)=C1C1=NC=NC=C1 (2-(4-Fluorophenyl)-3-(4-pyrimidinyl)-pyrazolo[1,5-a]pyridine). Reaction SMILES: [F:1][C:2]1[CH:7]=[CH:6][C:5]([C:8](=O)[CH2:9][C:10]2[CH:15]=[CH:14][N:13]=[CH:12][N:11]=2)=[CH:4][CH:3]=1.[I-].[NH2:18][N+:19]1[CH:24]=[CH:23][CH:22]=[CH:21][CH:20]=1.C(=O)([O-])[O-].[K+].[K+]>O.C(O)(C)C>[F:1][C:2]1[CH:7]=[CH:6][C:5]([C:8]2[C:9]([C:10]3[CH:15]=[CH:14][N:13]=[CH:12][N:11]=3)=[C:20]3[CH:21]=[CH:22][CH:23]=[CH:24][N:19]3[N:18]=2)=[CH:4][CH:3]=1 |f:1.2,3.4.5|. Procedure details: A solution of 1-(4-fluorophenyl)-2-(4-pyrimidinyl)-ethanone (21.6 g, 0.1 mol), 1-aminopyridinium iodide (22.2 g, 0.1 mol) and potassium carbonate (41.4 g, 0.3 mol) in a mixture of water (300 mL) and isopropanol (300 mL) was heated and stirred at 100° C. for 16 h. The isopropanol was removed under vacuum and the resulting aqueous phase extracted with dichloromethane (5×200 mL). The dichloromethane extracts were combined and the solvent evaporated under reduced pressure to leave a red solid which ... Reactants: CSC=1NC=C(C1[N+](=O)[O-])C1=CC=CC=C1 (2-Methylthio-3-nitro-4-phenylpyrrole), OO (hydrogen peroxide). The solvent is C(C)(=O)O (acetic acid). Reaction conditions: time 5 hour. Product: CS(=O)C=1NC=C(C1[N+](=O)[O-])C1=CC=CC=C1 (2-methylsulphinyl-3-nitro-4-phenyl pyrrole). Isolated yield 77.5%. RXN SMILES: [CH3:1][S:2][C:3]1[NH:4][CH:5]=[C:6]([C:11]2[CH:16]=[CH:15][CH:14]=[CH:13][CH:12]=2)[C:7]=1[N+:8]([O-:10])=[O:9].[OH:17]O>C(O)(=O)C>[CH3:1][S:2]([C:3]1[NH:4][CH:5]=[C:6]([C:11]2[CH:12]=[CH:13][CH:14]=[CH:15][CH:16]=2)[C:7]=1[N+:8]([O-:10])=[O:9])=[O:17]. Procedure details: 2-Methylthio-3-nitro-4-phenylpyrrole (3.00 g, 0.013 mol) was suspended in glacial acetic acid (200 ml), and 30% hydrogen peroxide (1.45 g, 0.013 mol) was added. The mixture was stirred at 80° for five hours, after which the mixture was evaporated to dryness and the solid residue was recrystallised from isopropanol to give 2-methylsulphinyl-3-nitro-4-phenyl pyrrole (2.52 g), m.p. 197° dec. The reactants are CI, CO, S=c1[nH]nc2n1C=Cc1ccccc1C2. The product is CSc1nnc2n1C=Cc1ccccc1C2. RXN SMILES: [CH3:16][I:17].[CH3:18][OH:19].[n:1]1[nH:2][c:3](=[S:15])[n:4]2[c:5]1[CH2:6][c:7]1[c:8]([cH:11][cH:12][cH:13][cH:14]1)[CH:9]=[CH:10]2>>[n:1]1[n:2][c:3]([S:15][CH3:16])[n:4]2[c:5]1[CH2:6][c:7]1[c:8]([cH:11][cH:12][cH:13][cH:14]1)[CH:9]=[CH:10]2. The reactants are [OH-].[K+] (potassium hydroxide), COC=1C=C2C(=CN(C2=CC1OC)CCN1CCOCC1)C1=CC=2C(=NC=C(C2)F)N1S(=O)(=O)C1=CC=C(C=C1)C (2-[5,6-dimethoxy-1-(2-morpholin-4-ylethyl)-1H-indol-3-yl]-5-fluoro-1-(toluene-4-sulfonyl)—1H-pyrrolo[2,3-b]pyridine). Solvent: O (water), CO (methanol). Yields the product COC=1C=C2C(=CN(C2=CC1OC)CCN1CCOCC1)C1=CC=2C(=NC=C(C2)F)N1 (2-[5,6-dimethoxy-1-(2-morpholin-4-ylethyl)-1H-indol-3-yl]-5-fluoro-1H-pyrrolo[2,3-b] pyridine). Isolated yield 60.8%. RXN SMILES: [OH-].[K+].[CH3:3][O:4][C:5]1[CH:6]=[C:7]2[C:11](=[CH:12][C:13]=1[O:14][CH3:15])[N:10]([CH2:16][CH2:17][N:18]1[CH2:23][CH2:22][O:21][CH2:20][CH2:19]1)[CH:9]=[C:8]2[C:24]1[N:33](S(C2C=CC(C)=CC=2)(=O)=O)[C:27]2=[N:28][CH:29]=[C:30]([F:32])[CH:31]=[C:26]2[CH:25]=1>O.CO>[CH3:3][O:4][C:5]1[CH:6]=[C:7]2[C:11](=[CH:12][C:13]=1[O:14][CH3:15])[N:10]([CH2:16][CH2:17][N:18]1[CH2:23][CH2:22][O:21][CH2:20][CH2:19]1)[CH:9]=[C:8]2[C:24]1[NH:33][C:27]2=[N:28][CH:29]=[C:30]([F:32])[CH:31]=[C:26]2[CH:25]=1 |f:0.1|. Procedure details: A solution of 2.08 g of potassium hydroxide in 7 ml of water is added to a solution of 0.83 g of 2-[5,6-dimethoxy-1-(2-morpholin-4-ylethyl)-1H-indol-3-yl]-5-fluoro-1-(toluene-4-sulfonyl)—1H-pyrrolo[2,3-b]pyridine in 100 ml of methanol brought to reflux. The mixture is agitated at reflux for 3 hours 30 minutes. After returning to around 20° C., the mixture is concentrated to dryness under reduced pressure (13 kPa). The residue is taken up with 50 ml of water and extracted with three times 80 ml o... Starting materials: C(=O)[O-].[NH4+] (ammonium formate), C(=O)[O-].[NH4+] (ammonium formate), FC1=CC=C(C=C1)[C@H](C)NC1=NC(=CC(=C1)C=1CCN(CC1)S(=O)(=O)C)NC1=NC=CN=C1 ((S)—N2-[1-(4-fluorophenyl)ethyl]-4-[1-(methylsulfonyl)-1,2,3,6-tetrahydropyridin-4-yl]-N6-(pyrazin-2-yl)pyridine-2,6-diamine). Reagents/catalysts: [OH-].[Pd+2].[OH-] (palladium hydroxide), [OH-].[Pd+2].[OH-] (palladium hydroxide). Run in CO (methanol). Yields the product FC1=CC=C(C=C1)[C@H](C)NC1=NC(=CC(=C1)C1CCN(CC1)S(=O)(=O)C)NC1=NC=CN=C1 ((S)—N2-[1-(4-Fluorophenyl)ethyl]-4-[1-(methanesulfonyl)piperidin-4-yl]-N6-(pyrazin-2-yl)pyridine-2,6-diamine). The yield is 38.5%. As a reaction SMILES: [F:1][C:2]1[CH:7]=[CH:6][C:5]([C@@H:8]([NH:10][C:11]2[CH:16]=[C:15]([C:17]3[CH2:18][CH2:19][N:20]([S:23]([CH3:26])(=[O:25])=[O:24])[CH2:21][CH:22]=3)[CH:14]=[C:13]([NH:27][C:28]3[CH:33]=[N:32][CH:31]=[CH:30][N:29]=3)[N:12]=2)[CH3:9])=[CH:4][CH:3]=1.C([O-])=O.[NH4+]>CO.[OH-].[Pd+2].[OH-]>[F:1][C:2]1[CH:3]=[CH:4][C:5]([C@@H:8]([NH:10][C:11]2[CH:16]=[C:15]([CH:17]3[CH2:18][CH2:19][N:20]([S:23]([CH3:26])(=[O:25])=[O:24])[CH2:21][CH2:22]3)[CH:14]=[C:13]([NH:27][C:28]3[CH:33]=[N:32][CH:31]=[CH:30][N:29]=3)[N:12]=2)[CH3:9])=[CH:6][CH:7]=1 |f:1.2,4.5.6|. Procedure details: 88 mg of (S)—N2-[1-(4-fluorophenyl)ethyl]-4-[1-(methylsulfonyl)-1,2,3,6-tetrahydropyridin-4-yl]-N6-(pyrazin-2-yl)pyridine-2,6-diamine was dissolved in 5 ml of methanol, and 599 mg of ammonium formate and 18 mg of palladium hydroxide 20% on carbon were added thereto, and the mixture was heated at reflux for 3 hours. 599 mg of ammonium formate and 18 mg of palladium hydroxide 20% on carbon were added to the reaction solution, and the reaction solution was further heated at reflux for 2 hours. The ... The reactants are SC1=NC=NC2=CC=CC=C12 (4-mercaptoquinazoline), ClCC=1C=NC=CC1 (3-chloromethylpyridine). Yields the product N1=CC(=CC=C1)CSC1=NC=NC2=CC=CC=C12 (4-(3-Pyridylmethylthio)-quinazoline). The yield is 35.6%. Reaction SMILES: [SH:1][C:2]1[C:11]2[C:6](=[CH:7][CH:8]=[CH:9][CH:10]=2)[N:5]=[CH:4][N:3]=1.Cl[CH2:13][C:14]1[CH:15]=[N:16][CH:17]=[CH:18][CH:19]=1>>[N:16]1[CH:17]=[CH:18][CH:19]=[C:14]([CH2:13][S:1][C:2]2[C:11]3[C:6](=[CH:7][CH:8]=[CH:9][CH:10]=3)[N:5]=[CH:4][N:3]=2)[CH:15]=1. Reported procedure: The title compound(3.34 g) was prepared from 4-mercaptoquinazoline(6.0 g) and 3-chloromethylpyridine(5.2 g).